This data is from the Open Reaction Database (ORD), a public repository of structured organic reaction records. The task is: describe an organic reaction: reactants, conditions, products, and yield Starting materials: [Al+3], COC(=O)c1nc2c(N)ncnc2n1CCC1CCCCC1, [H-], [H-], [H-], [H-], [Li+], C1CCOC1. Product: Nc1ncnc2c1nc(CO)n2CCC1CCCCC1. Reaction SMILES: [Al+3:24].[CH:1]1([CH2:7][CH2:8][n:9]2[c:10]3[n:11][cH:12][n:13][c:14]([NH2:22])[c:15]3[n:16][c:17]2[C:18](=[O:19])[O:20][CH3:21])[CH2:2][CH2:3][CH2:4][CH2:5][CH2:6]1.[H-:23].[H-:26].[H-:27].[H-:28].[Li+:25].[O:29]1[CH2:30][CH2:31][CH2:32][CH2:33]1>>[CH:1]1([CH2:7][CH2:8][n:9]2[c:10]3[n:11][cH:12][n:13][c:14]([NH2:22])[c:15]3[n:16][c:17]2[CH2:18][OH:19])[CH2:2][CH2:3][CH2:4][CH2:5][CH2:6]1. Reactants: CO, COCCOC, Cc1nc(C)c(-c2ccc(OS(=O)(=O)C(F)(F)F)c(F)c2)nc1C(N)=O, COC(=O)Cc1ccc(B2OC(C)(C)C(C)(C)O2)c(F)c1, [K+], [K+], [K+], O, O=P([O-])([O-])[O-]. Product: COC(=O)Cc1ccc(-c2ccc(-c3nc(C(N)=O)c(C)nc3C)cc2F)c(F)c1. As a reaction SMILES: [CH3:56][OH:57].[CH3:58][O:59][CH2:60][CH2:61][O:62][CH3:63].[F:1][C:2]([F:3])([F:4])[S:5]([O:6][c:7]1[c:8]([F:24])[cH:9][c:10](-[c:13]2[n:14][c:15]([C:21]([NH2:22])=[O:23])[c:16]([CH3:20])[n:17][c:18]2[CH3:19])[cH:11][cH:12]1)(=[O:25])=[O:26].[F:27][c:28]1[cH:29][c:30]([CH2:43][C:44](=[O:45])[O:46][CH3:47])[cH:31][cH:32][c:33]1[B:34]1[O:35][C:36]([CH3:37])([CH3:38])[C:39]([CH3:40])([CH3:41])[O:42]1.[K+:53].[K+:54].[K+:55].[OH2:64].[P:48]([O-:49])([O-:50])([O-:51])=[O:52]>>[c:7]1(-[c:33]2[c:28]([F:27])[cH:29][c:30]([CH2:43][C:44](=[O:45])[O:46][CH3:47])[cH:31][cH:32]2)[c:8]([F:24])[cH:9][c:10](-[c:13]2[n:14][c:15]([C:21]([NH2:22])=[O:23])[c:16]([CH3:20])[n:17][c:18]2[CH3:19])[cH:11][cH:12]1. Starting materials: CC=1SC2=C(N1)C=C(C=C2)OCC#C (2-methyl-5-propargyloxybenzothiazole), C(C#C)Br (propargyl bromide). Procedure details: 20.4 g of 2-methyl-5-propargyloxybenzothiazole and 12.5 g of propargyl bromide were heated on a hot water bath at 80° to 100° C for 3 hours. The precipitated crystals were washed with acetone to give 17.5 g of 2-methyl-3-propargyl-5-propargyloxybenzothiazolium bromide, m.p. 244° C. Yields the product [Br-].CC=1SC2=C([N+]1CC#C)C=C(C=C2)OCC#C (2-methyl-3-propargyl-5-propargyloxybenzothiazolium bromide). As a reaction SMILES: [CH3:1][C:2]1[S:3][C:4]2[CH:10]=[CH:9][C:8]([O:11][CH2:12][C:13]#[CH:14])=[CH:7][C:5]=2[N:6]=1.[CH2:15]([Br:18])[C:16]#[CH:17]>>[Br-:18].[CH3:1][C:2]1[S:3][C:4]2[CH:10]=[CH:9][C:8]([O:11][CH2:12][C:13]#[CH:14])=[CH:7][C:5]=2[N+:6]=1[CH2:17][C:16]#[CH:15] |f:2.3|. Yield: 54.1%. Reactants: C(#N)C1CCNCC1 (4-cyanopiperidine), CC1=C(C=C(C=C1)C)N=C=O (2,5-dimethylphenyl isocyanate). The solvent is C(C)OCC (diethyl ether), C(C)OCC (diethyl ether). Product: C(#N)C1CCN(CC1)C(=O)NC1=C(C=CC(=C1)C)C (4-cyano-N-(2,5-dimethylphenyl)piperidinecarboxamide). The yield is 98.3%. RXN SMILES: [C:1]([CH:3]1[CH2:8][CH2:7][NH:6][CH2:5][CH2:4]1)#[N:2].[CH3:9][C:10]1[CH:15]=[CH:14][C:13]([CH3:16])=[CH:12][C:11]=1[N:17]=[C:18]=[O:19]>C(OCC)C>[C:1]([CH:3]1[CH2:8][CH2:7][N:6]([C:18]([NH:17][C:11]2[CH:12]=[C:13]([CH3:16])[CH:14]=[CH:15][C:10]=2[CH3:9])=[O:19])[CH2:5][CH2:4]1)#[N:2]. Procedure: A solution of 4-cyanopiperidine (11.0 g, 100 mmol) in diethyl ether (350 mL) was cooled to 0° C. with an ice-water bath. A solution of 2,5-dimethylphenyl isocyanate (14.7 g, 100 mmol) in diethyl ether (50 mL) was added into the reaction mixture over 30 minutes to give a thick precipitate. The reaction mixture was warmed to room temperature, and the resulting solids were filtered, washed with diethyl ether and air-dried to give 25.3 g of the title compound as a white powder, melting at 187-190° C... Reactants: O (water), COC(=O)C1CC(CC(C1)=O)C(=O)OC (5-oxocyclohexane-1,3-dicarboxylic acid dimethyl ester), C(CO)O (ethylene glycol), O.C1(=CC=C(C=C1)S(=O)(=O)O)C (p-toluenesulfonic acid monohydrate). Run in C1(=CC=CC=C1)C (toluene). Conditions: time 8 hour. The product is 17.1, COC(=O)C1CC2(OCCO2)CC(C1)C(=O)OC (1,4-Dioxa-spiro[4.5]decane-7,9-dicarboxylic acid dimethyl ester). Isolated yield 63.0%. Reaction SMILES: [CH3:1][O:2][C:3]([CH:5]1[CH2:10][C:9](=[O:11])[CH2:8][CH:7]([C:12]([O:14][CH3:15])=[O:13])[CH2:6]1)=[O:4].[CH2:16](O)[CH2:17][OH:18].O.C1(C)C=CC(S(O)(=O)=O)=CC=1.O>C1(C)C=CC=CC=1>[CH3:15][O:14][C:12]([CH:7]1[CH2:6][CH:5]([C:3]([O:2][CH3:1])=[O:4])[CH2:10][C:9]2([O:18][CH2:17][CH2:16][O:11]2)[CH2:8]1)=[O:13] |f:2.3|. Procedure: A solution of 5-oxocyclohexane-1,3-dicarboxylic acid dimethyl ester (22.8 g, 106.4 mmol), ethylene glycol (13.3 g, 215 mmol) and p-toluenesulfonic acid monohydrate (0.22 g, 1.3 mmol) in toluene (230 mL), in a flask fitted with Dean-Stark trap was heated under reflux for 5 h. The reaction was cooled to room temperature, water was added and the mixture was extracted with ethyl acetate. Organic layer was separated, washed with NaHCO3 solution and brine, dried over anhydrous Na2SO4 and concentrated ...